This data is from the Open Reaction Database (ORD), a public repository of structured organic reaction records. The task is: describe an organic reaction: reactants, conditions, products, and yield Reactants: CO, CC1NC(C(C)C)NC1=O, ClCCl, O=C(O)CNC(=O)OCc1ccccc1. Product: CC(C)C1NC(=O)C(C)N1C(=O)CNC(=O)OCc1ccccc1. Reaction SMILES: [CH3:26][OH:27].[CH:16]([CH3:17])([CH3:18])[CH:19]1[NH:20][CH:21]([CH3:25])[C:22](=[O:24])[NH:23]1.[Cl:28][CH2:29][Cl:30].[OH:1][C:2](=[O:3])[CH2:4][NH:5][C:6](=[O:7])[O:8][CH2:9][c:10]1[cH:11][cH:12][cH:13][cH:14][cH:15]1>>[C:2](=[O:3])([CH2:4][NH:5][C:6](=[O:7])[O:8][CH2:9][c:10]1[cH:11][cH:12][cH:13][cH:14][cH:15]1)[N:20]1[CH:19]([CH:16]([CH3:17])[CH3:18])[NH:23][C:22](=[O:24])[CH:21]1[CH3:25].